Dataset: the Open Reaction Database (ORD), a public repository of structured organic reaction records. Task: describe an organic reaction: reactants, conditions, products, and yield The reactants are ClC1=CC=C(CNC(=O)C=2C=NC3=CC=C(C=C3C2O)I)C=C1 (N-(4-chlorobenzyl)-6-iodo-4-hydoxy-3-quinolinecarboxamide), O (water), C([O-])([O-])=O.[K+].[K+] (potassium carbonate), C(C)(C)(C)OC(CBr)=O (tert-butylbromoacetate). Solvent: CN(C)C=O (DMF), ClCCl (dichloromethane). Run at time 8 hour. Product: ClC1=CC=C(CNC(=O)C2=CN(C3=CC=C(C=C3C2=O)I)CC(=O)OC(C)(C)C)C=C1 (tert-Butyl 2-[3-{[(4-chlorobenzyl)amino]carbonyl}-6-iodo-4-oxo-1(4H)-quinolinyl]acetate). As a reaction SMILES: [Cl:1][C:2]1[CH:23]=[CH:22][C:5]([CH2:6][NH:7][C:8]([C:10]2[CH:11]=[N:12][C:13]3[C:18]([C:19]=2[OH:20])=[CH:17][C:16]([I:21])=[CH:15][CH:14]=3)=[O:9])=[CH:4][CH:3]=1.C(=O)([O-])[O-].[K+].[K+].[C:30]([O:34][C:35](=[O:38])[CH2:36]Br)([CH3:33])([CH3:32])[CH3:31].O>CN(C=O)C.ClCCl>[Cl:1][C:2]1[CH:3]=[CH:4][C:5]([CH2:6][NH:7][C:8]([C:10]2[C:19](=[O:20])[C:18]3[C:13](=[CH:14][CH:15]=[C:16]([I:21])[CH:17]=3)[N:12]([CH2:36][C:35]([O:34][C:30]([CH3:33])([CH3:32])[CH3:31])=[O:38])[CH:11]=2)=[O:9])=[CH:22][CH:23]=1 |f:1.2.3|. Procedure details: To a flask containing N-(4-chlorobenzyl)-6-iodo-4-hydoxy-3-quinolinecarboxamide (0.22 g) obtained as described in Preparation No. 4 in DMF (5 mL) is added potassium carbonate (0.21 g) and tert-butylbromoacetate (0.11 mL). After stirring overnight, the reaction is diluted with dichloromethane and partioned against water. The organic phase is washed with brine, dried over sodium sulfate, concentrated under reduced pressure, and dried in vacuo to give 0.26 g of the title compound as a white solid. Starting materials: CC[SiH](CC)CC, O=C(c1cc2c(cc1F)OC(c1ccccc1)(c1ccccc1)O2)N1CCOCC1, O=C(O)C(F)(F)F. Yields the product O=C(c1cc(O)c(O)cc1F)N1CCOCC1. As a reaction SMILES: [CH2:31]([SiH:32]([CH2:33][CH3:34])[CH2:35][CH3:36])[CH3:37].[F:1][c:2]1[c:3]([C:23](=[O:24])[N:25]2[CH2:26][CH2:27][O:28][CH2:29][CH2:30]2)[cH:4][c:5]2[c:6]([cH:22]1)[O:7][C:8]([c:10]1[cH:11][cH:12][cH:13][cH:14][cH:15]1)([c:16]1[cH:17][cH:18][cH:19][cH:20][cH:21]1)[O:9]2.[OH:38][C:39]([C:40]([F:41])([F:42])[F:43])=[O:44]>>[F:1][c:2]1[c:3]([C:23](=[O:24])[N:25]2[CH2:26][CH2:27][O:28][CH2:29][CH2:30]2)[cH:4][c:5]([OH:9])[c:6]([OH:7])[cH:22]1.